Dataset: the Open Reaction Database (ORD), a public repository of structured organic reaction records. Task: describe an organic reaction: reactants, conditions, products, and yield Starting materials: CC[O-], Cc1ccccc1, CCO, Cl, CCOC(=O)CN=[N+]=[N-], [Na+], O=Cc1cccs1. Product: CCOC(=O)C(=Cc1cccs1)N=[N+]=[N-]. RXN SMILES: [CH3:18][CH2:19][O-:20].[CH3:22][c:23]1[cH:24][cH:25][cH:26][cH:27][cH:28]1.[CH3:29][CH2:30][OH:31].[ClH:21].[N:8](=[N+:9]=[N-:10])[CH2:11][C:12](=[O:13])[O:14][CH2:15][CH3:16].[Na+:17].[s:1]1[c:2]([CH:6]=[O:7])[cH:3][cH:4][cH:5]1>>[s:1]1[c:2]([CH:6]=[C:11]([N:8]=[N+:9]=[N-:10])[C:12](=[O:13])[O:14][CH2:15][CH3:16])[cH:3][cH:4][cH:5]1. The reactants are C(C)(=O)C1=C(C(=C(CCl)C=C1)CCC)O (4-acetyl-3-hydroxy-2-propylbenzyl chloride), C(#N)C1=CC=C(C=C1)O (4-cyanophenol), desired intermediate. Product: C(C)(=O)C1=C(C(=C(COC2=CC=C(C#N)C=C2)C=C1)CCC)O (4-(4-Acetyl-3-hydroxy-2-propylbenzyloxy)benzonitrile). Reaction SMILES: [C:1]([C:4]1[CH:11]=[CH:10][C:7]([CH2:8]Cl)=[C:6]([CH2:12][CH2:13][CH3:14])[C:5]=1[OH:15])(=[O:3])[CH3:2].[C:16]([C:18]1[CH:23]=[CH:22][C:21]([OH:24])=[CH:20][CH:19]=1)#[N:17]>>[C:1]([C:4]1[CH:11]=[CH:10][C:7]([CH2:8][O:24][C:21]2[CH:22]=[CH:23][C:18]([C:16]#[N:17])=[CH:19][CH:20]=2)=[C:6]([CH2:12][CH2:13][CH3:14])[C:5]=1[OH:15])(=[O:3])[CH3:2]. Reported procedure: The title nitrile intermediate was prepared from 18.12 g. of 4-acetyl-3-hydroxy-2-propylbenzyl chloride and 35.7 g. of 4-cyanophenol following the general procedure of Example 1. Crystallization from ethanol/water provided 19.0 g. of the desired intermediate, m.p. 102°-103° C. The reactants are ClC1=CC=C(C(=O)N(C2=CC=C(OC)C=C2)CCC(=O)O)C=C1 (N-(p-chlorobenzoyl)-3-(p-anisidino)propionic acid), COC1=CC=C(C=C1)NCCCC(=O)OC (methyl 4-(p-anisidino)butyrate). Yields the product ClC1=CC=C(C(=O)N(C2=CC=C(OC)C=C2)CCC(=O)N(C2=CC=C(OC)C=C2)CCCC(=O)OC)C=C1 (methyl N-[N-(p-chlorobenzoyl)-3-(p-anisidino)propionyl]-4-(p-anisidino)butyrate). RXN SMILES: [Cl:1][C:2]1[CH:23]=[CH:22][C:5]([C:6]([N:8]([CH2:17][CH2:18][C:19](O)=[O:20])[C:9]2[CH:16]=[CH:15][C:12]([O:13][CH3:14])=[CH:11][CH:10]=2)=[O:7])=[CH:4][CH:3]=1.[CH3:24][O:25][C:26]1[CH:31]=[CH:30][C:29]([NH:32][CH2:33][CH2:34][CH2:35][C:36]([O:38][CH3:39])=[O:37])=[CH:28][CH:27]=1>>[Cl:1][C:2]1[CH:23]=[CH:22][C:5]([C:6]([N:8]([CH2:17][CH2:18][C:19]([N:32]([CH2:33][CH2:34][CH2:35][C:36]([O:38][CH3:39])=[O:37])[C:29]2[CH:28]=[CH:27][C:26]([O:25][CH3:24])=[CH:31][CH:30]=2)=[O:20])[C:9]2[CH:16]=[CH:15][C:12]([O:13][CH3:14])=[CH:11][CH:10]=2)=[O:7])=[CH:4][CH:3]=1. Procedure: Analogously to Example 1, by using equivalent quantities, reacting N-(p-chlorobenzoyl)-3-(p-anisidino)propionic acid and methyl 4-(p-anisidino)butyrate and suitable processing produces methyl N-[N-(p-chlorobenzoyl)-3-(p-anisidino)propionyl]-4-(p-anisidino)butyrate (oil), saponification of which and processing of the reaction product yields N-[N-(p-chlorobenzoyl)-3-(p-anisidino)propionyl]-4-(p-anisidino)butyric acid (M.P. 91° to 93°).